This data is from the Open Reaction Database (ORD), a public repository of structured organic reaction records. The task is: describe an organic reaction: reactants, conditions, products, and yield The reactants are O1C(=CC=C1)CN1C=C(C=2C1=NC=CC2)C2CCNCC2 (1-furan-2-ylmethyl-3-piperidin-4-yl-1H-pyrrolo[2,3-b]pyridine), COC(C1=C(C=C(C=C1)OC)OCCCl)=O (2-(2-chloroethoxy)-4-methoxy-benzoic acid methyl ester). The product is O1C(=CC=C1)CN1C=C(C=2C1=NC=CC2)C2CCN(CC2)CCOC2=C(C(=O)O)C=CC(=C2)OC (2-{2-[4-(1-furan-2-ylmethyl-1H-pyrrolo[2,3-b]pyridin-3-yl)-piperidin-1-yl]-ethoxy}-4-methoxy-benzoic acid). Yield: 36.0%. RXN SMILES: [O:1]1[CH:5]=[CH:4][CH:3]=[C:2]1[CH2:6][N:7]1[C:11]2=[N:12][CH:13]=[CH:14][CH:15]=[C:10]2[C:9]([CH:16]2[CH2:21][CH2:20][NH:19][CH2:18][CH2:17]2)=[CH:8]1.C[O:23][C:24](=[O:37])[C:25]1[CH:30]=[CH:29][C:28]([O:31][CH3:32])=[CH:27][C:26]=1[O:33][CH2:34][CH2:35]Cl>>[O:1]1[CH:5]=[CH:4][CH:3]=[C:2]1[CH2:6][N:7]1[C:11]2=[N:12][CH:13]=[CH:14][CH:15]=[C:10]2[C:9]([CH:16]2[CH2:21][CH2:20][N:19]([CH2:35][CH2:34][O:33][C:26]3[CH:27]=[C:28]([O:31][CH3:32])[CH:29]=[CH:30][C:25]=3[C:24]([OH:37])=[O:23])[CH2:18][CH2:17]2)=[CH:8]1. Reported procedure: This compound was prepared following the procedure described in example 4, part E and F starting with 3.6 g (11 mmol) of 1-furan-2-ylmethyl-3-piperidin-4-yl-1H-pyrrolo[2,3-b]pyridine and 4.0 g (16.5 mmol) of 2-(2-chloroethoxy)-4-methoxy-benzoic acid methyl ester. After standard purification the overall yield was 36% (1.93 g). Reaction SMILES: [NH2:1][C:2]1[NH:6][N:5]=[C:4]([CH2:7][OH:8])[N:3]=1.[Br:9][CH:10]([CH:13]=O)[CH:11]=O>C(O)(=O)C>[Br:9][C:10]1[CH:11]=[N:1][C:2]2[N:6]([N:5]=[C:4]([CH2:7][OH:8])[N:3]=2)[CH:13]=1. Starting materials: NC1=NC(=NN1)CO ((5-amino-1H-[1,2,4]triazol-3-yl)-methanol), BrC(C=O)C=O (bromomalonaldehyde). Procedure: To a slurry of (5-amino-1H-[1,2,4]triazol-3-yl)-methanol (6.29 g, 33.12 mmol) in acetic acid (25 ml) was added bromomalonaldehyde (5 g, 33.12 mmol). The mixture was heated at 60° C. for hours, and then cooled to room temperature. The light yellow solid was formed. After the solid were removed by filtration followed by drying in vacuum oven provides the light yellow solid as desired product, the filtrate was concentrate by rotary evaporation to give yellow oil. The crude oil was purified by flash... Yields the product BrC=1C=NC=2N(C1)N=C(N2)CO ((6-Bromo-[1,2,4]triazolo[1,5-a]pyrimidin-2-yl)-methanol). Solvent: C(C)(=O)O (acetic acid). Run at temperature 60 celsius. Starting materials: ClC1=NC(=CC(=N1)C(C)(C)O)N(C)C (2-(2-chloro-6-dimethylamino-pyrimidin-4-yl)-propan-2-ol), COC=1C=C(C=CC1N1C=NC(=C1)C)N (3-methoxy-4-(4-methyl-imidazol-1-yl)-phenylamine). Product: CN(C1=CC(=NC(=N1)NC1=CC(=C(C=C1)N1C=NC(=C1)C)OC)C(C)(C)O)C (2-{6-Dimethylamino-2-[3-methoxy-4-(4-methyl-imidazol-1-yl)-phenylamino]-pyrimidin-4-yl}-propan-2-ol). Reaction SMILES: Cl[C:2]1[N:7]=[C:6]([C:8]([OH:11])([CH3:10])[CH3:9])[CH:5]=[C:4]([N:12]([CH3:14])[CH3:13])[N:3]=1.[CH3:15][O:16][C:17]1[CH:18]=[C:19]([NH2:29])[CH:20]=[CH:21][C:22]=1[N:23]1[CH:27]=[C:26]([CH3:28])[N:25]=[CH:24]1>>[CH3:13][N:12]([CH3:14])[C:4]1[N:3]=[C:2]([NH:29][C:19]2[CH:20]=[CH:21][C:22]([N:23]3[CH:27]=[C:26]([CH3:28])[N:25]=[CH:24]3)=[C:17]([O:16][CH3:15])[CH:18]=2)[N:7]=[C:6]([C:8]([OH:11])([CH3:10])[CH3:9])[CH:5]=1. Procedure: Using in analogous manner the procedure described in example 1e), 2-(2-chloro-6-dimethylamino-pyrimidin-4-yl)-propan-2-ol (65 mg, 0.3 mmol) was reacted with 3-methoxy-4-(4-methyl-imidazol-1-yl)-phenylamine (61 mg, 0.3 mmol) to give the title compound was obtained as light yellow foam (24 mg, 21%). MS ISP (m/e): 383.3 [(M+H)+]. 1H NMR (CDCl3, 300 MHz): δ (ppm)=7.75 (d, 1H), 7.63 (s, 1H), 7.26 (s, 1H), 7.15 (d, 1H), 6.99 (dd, 1H), 6.87 (s, 1H), 6.01 (s, 1H), 4.38 (br s, 1H), 3.86 (s, 3H), 3.16 (s,... The reactants are CCOC(C)=O, CCO, O=[N+]([O-])c1ccc(N2CCN(Cc3cccc(Cl)c3)CC2)cc1, [Na+], O=C([O-])O, O, O, Cl[Sn]Cl. Product: Nc1ccc(N2CCN(Cc3cccc(Cl)c3)CC2)cc1. Reaction SMILES: [CH3:34][CH2:35][O:36][C:37](=[O:38])[CH3:39].[CH3:40][CH2:41][OH:42].[Cl:1][c:2]1[cH:3][c:4]([CH2:5][N:6]2[CH2:7][CH2:8][N:9]([c:12]3[cH:13][cH:14][c:15]([N+:18]([O-:19])=[O:20])[cH:16][cH:17]3)[CH2:10][CH2:11]2)[cH:21][cH:22][cH:23]1.[Na+:33].[O-:29][C:30]([OH:31])=[O:32].[OH2:24].[OH2:25].[Sn:26]([Cl:27])[Cl:28]>>[Cl:1][c:2]1[cH:3][c:4]([CH2:5][N:6]2[CH2:7][CH2:8][N:9]([c:12]3[cH:13][cH:14][c:15]([NH2:18])[cH:16][cH:17]3)[CH2:10][CH2:11]2)[cH:21][cH:22][cH:23]1. Reactants: N1=CC=CC2=CC=CC=C12 (quinoline), latter product, C1(=CC=C(C=C1)S(=O)(=O)O)C (p-toluene sulfonic acid), C(OC)([O-])[O-] (methyl orthoformate). Run in CO (methanol). Run at temperature 145 celsius, time 72 hour. Product: C1(CCCC1)NC(\C=C(\C)/OC)=O (N-cyclopentyl-3-methoxy-crotonamide). As a reaction SMILES: C1(C)C=CC(S(O)(=O)=[O:8])=CC=1.[CH:12]([O-])([O-])[O:13]C.[N:17]1[C:26]2[C:21](=[CH:22][CH:23]=[CH:24][CH:25]=2)[CH:20]=[CH:19][CH:18]=1>CO>[CH:26]1([NH:17][C:18](=[O:8])/[CH:19]=[C:20](\[O:13][CH3:12])/[CH3:21])[CH2:25][CH2:24][CH2:23][CH2:22]1. Procedure: 84 g of diketene were added over 10 minutes at 10° C. to a mixture of 85 g of cyclopentylamine and 500 ml of tetrahydrofuran and after stirring the mixture for 6 hours at 20° C., the mixture was evaporated to dryness under reduced pressure. The residue was added to isopropyl ether and was cooled and vacuum filtered to obtain 107 g of N-cyclopentyl-acetylacetamide melting at 52° C. 56 g of the latter product and 1.6 g of p-toluene sulfonic acid were added to a mixture of 40 g of methyl orthoforma...